This data is from the Open Reaction Database (ORD), a public repository of structured organic reaction records. The task is: describe an organic reaction: reactants, conditions, products, and yield Reactants: OCC(C)(CO)CO (1,1,1-tris(Hydroxymethyl)ethane), C1(=CC=C(C=C1)C=O)C (p-tolualdehyde), C1=CC=CC=C1 (benzene), C1(=CC=C(C=C1)S(=O)(=O)O)C (toluene-p-sulphonic acid), aldehyde R1CHO. Solvent: O (water), O (water). Product: CC1(COC(OC1)C1=CC=C(C=C1)C)CO (5-Methyl-2-(p-tolyl)1,3-dioxan-5-methanol). Reaction SMILES: [OH:1][CH2:2][C:3]([CH2:7][OH:8])([CH2:5][OH:6])[CH3:4].[C:9]1([CH3:17])[CH:14]=[CH:13][C:12]([CH:15]=O)=[CH:11][CH:10]=1.C1C=CC=CC=1.C1(C)C=CC(S(O)(=O)=O)=CC=1>O>[CH3:4][C:3]1([CH2:7][OH:8])[CH2:5][O:6][CH:17]([C:9]2[CH:14]=[CH:13][C:12]([CH3:15])=[CH:11][CH:10]=2)[O:1][CH2:2]1. Procedure details: 1,1,1-tris(Hydroxymethyl)ethane (12.0 g), p-tolualdehyde (12.0 g), benzene (100 ml) and toluene-p-sulphonic acid (100 mg) were heated under reflux in a Dean and Stark water trap until no more water separated. The benzene was removed and the crude product was crystallised from light petroleum (b.p. 60°-80°) ethyl acetate as white needles, m.p. 104.5°-105.5°. (cis:trans isomer ratio 82:18). The following compounds were prepared in a similar manner from 1,1,1-tris(hydroxymethyl)ethane and the corre...